From a dataset of the Open Reaction Database (ORD), a public repository of structured organic reaction records. describe an organic reaction: reactants, conditions, products, and yield Reactants: ClCC1CN(C(O1)=O)C (5-(chloromethyl)-3-methyl-1,3-oxazolidin-2-one), CC=1C=C(C=C(C1)C=1C=NNC1)NC1=NC=CC(=N1)C(F)(F)F (N-[3-Methyl-5-(1H-pyrazol-4-yl)phenyl]-4-(trifluoromethyl)pyrimidin-2-amine), ClCC1CN(C(O1)=O)C (5-(chloromethyl)-3-methyl-1,3-oxazolidin-2-one), C([O-])([O-])=O.[Cs+].[Cs+] (cesium carbonate). Run in CC(=O)N(C)C (DMA), O (water), C(C)#N (ACN). Conditions: temperature 140 celsius. The product is CN1C(OC(C1)CN1N=CC(=C1)C1=CC(=CC(=C1)NC1=NC=CC(=N1)C(F)(F)F)C)=O (racemic 3-methyl-5-{[4-(3-methyl-5-{[4-(trifluoromethyl)pyrimidin-2-yl]amino}phenyl)-1H-pyrazol-1-yl]methyl}-1,3-oxazolidin-2-one). Reaction SMILES: [CH3:1][C:2]1[CH:3]=[C:4]([NH:13][C:14]2[N:19]=[C:18]([C:20]([F:23])([F:22])[F:21])[CH:17]=[CH:16][N:15]=2)[CH:5]=[C:6]([C:8]2[CH:9]=[N:10][NH:11][CH:12]=2)[CH:7]=1.Cl[CH2:25][CH:26]1[O:30][C:29](=[O:31])[N:28]([CH3:32])[CH2:27]1.C(=O)([O-])[O-].[Cs+].[Cs+]>CC(N(C)C)=O.O.C(#N)C>[CH3:32][N:28]1[CH2:27][CH:26]([CH2:25][N:10]2[CH:9]=[C:8]([C:6]3[CH:5]=[C:4]([NH:13][C:14]4[N:19]=[C:18]([C:20]([F:21])([F:23])[F:22])[CH:17]=[CH:16][N:15]=4)[CH:3]=[C:2]([CH3:1])[CH:7]=3)[CH:12]=[N:11]2)[O:30][C:29]1=[O:31] |f:2.3.4|. Reported procedure: N-[3-Methyl-5-(1H-pyrazol-4-yl)phenyl]-4-(trifluoromethyl)pyrimidin-2-amine (100 mg, 0.31 mmol), 5-(chloromethyl)-3-methyl-1,3-oxazolidin-2-one (56.2 mg, 0.38 mmol), and cesium carbonate (122 mg, 0.38 mmol) were dissolved in DMA (1 mL). The mixture was then heated by microwave irradiation to 140° C. for 1.5 hours. Additional 5-(chloromethyl)-3-methyl-1,3-oxazolidin-2-one (30 mg, 0.19 mmol) was added and the mixture heated by microwave irradiation to 140° C. for 30 minutes. The reaction was coole... The reactants are O=CN1CCN(c2ccc(Br)cn2)CC1, O=C([O-])[O-], CCO, Cc1ccccc1, OB(O)c1ccc(F)cc1, [Na+], [Na+]. Yields the product O=CN1CCN(c2ccc(-c3ccc(F)cc3)cn2)CC1. RXN SMILES: [Br:1][c:2]1[cH:3][cH:4][c:5]([N:8]2[CH2:9][CH2:10][N:11]([CH:14]=[O:15])[CH2:12][CH2:13]2)[n:6][cH:7]1.[C:29](=[O:30])([O-:31])[O-:32].[CH3:26][CH2:27][OH:28].[CH3:35][c:36]1[cH:37][cH:38][cH:39][cH:40][cH:41]1.[F:16][c:17]1[cH:18][cH:19][c:20]([B:23]([OH:24])[OH:25])[cH:21][cH:22]1.[Na+:33].[Na+:34]>>[c:2]1(-[c:20]2[cH:19][cH:18][c:17]([F:16])[cH:22][cH:21]2)[cH:3][cH:4][c:5]([N:8]2[CH2:9][CH2:10][N:11]([CH:14]=[O:15])[CH2:12][CH2:13]2)[n:6][cH:7]1. Starting materials: COCCC(=O)O, Cl, CN(C(=O)N(C)C1CN(C(=O)C2CCNCC2)CC1c1ccc(F)cc1)c1cc(C(F)(F)F)cc(C(F)(F)F)c1. Product: COCCC(=O)N1CCC(C(=O)N2CC(c3ccc(F)cc3)C(N(C)C(=O)N(C)c3cc(C(F)(F)F)cc(C(F)(F)F)c3)C2)CC1. As a reaction SMILES: [CH3:42][O:43][CH2:44][CH2:45][C:46](=[O:47])[OH:48].[ClH:1].[F:2][C:3]([c:4]1[cH:5][c:6]([N:14]([C:15](=[O:16])[N:17]([CH3:18])[CH:19]2[CH2:20][N:21]([C:31](=[O:32])[CH:33]3[CH2:34][CH2:35][NH:36][CH2:37][CH2:38]3)[CH2:22][CH:23]2[c:24]2[cH:25][cH:26][c:27]([F:30])[cH:28][cH:29]2)[CH3:39])[cH:7][c:8]([C:10]([F:11])([F:12])[F:13])[cH:9]1)([F:40])[F:41]>>[F:2][C:3]([c:4]1[cH:5][c:6]([N:14]([C:15](=[O:16])[N:17]([CH3:18])[CH:19]2[CH2:20][N:21]([C:31](=[O:32])[CH:33]3[CH2:34][CH2:35][N:36]([C:46]([CH2:45][CH2:44][O:43][CH3:42])=[O:47])[CH2:37][CH2:38]3)[CH2:22][CH:23]2[c:24]2[cH:25][cH:26][c:27]([F:30])[cH:28][cH:29]2)[CH3:39])[cH:7][c:8]([C:10]([F:11])([F:12])[F:13])[cH:9]1)([F:40])[F:41]. The reactants are Cl.C(C1=CC=CC=C1)OC1=C2CCCC(C2=CC=C1)C(=O)N(CC=1C=NNC1)C=1C=NC(=CC1)C(C)C (5-benzyloxy-N-(6-isopropylpyridin-3-yl)-N-[(pyrazol-4-yl)methyl]-1,2,3,4-tetrahydronaphthalene-1-carboxamide hydrochloride), ClCC=1C=CC(=NC1)OCC (5-chloromethyl-2-ethoxypyridine). Product: C(C1=CC=CC=C1)OC1=C2CCCC(C2=CC=C1)C(=O)N(C=1C=NC(=CC1)C(C)C)CC=1C=NN(C1)CC=1C=NC(=CC1)OCC (5-benzyloxy-N-({1-[(6-ethoxypyridin-3-yl)methyl]pyrazol-4-yl}methyl)-N-(6-isopropylpyridin-3-yl)-1,2,3,4-tetrahydronaphthalene-1-carboxamide). The yield is 72.1%. RXN SMILES: Cl.[CH2:2]([O:9][C:10]1[CH:19]=[CH:18][CH:17]=[C:16]2[C:11]=1[CH2:12][CH2:13][CH2:14][CH:15]2[C:20]([N:22]([C:29]1[CH:30]=[N:31][C:32]([CH:35]([CH3:37])[CH3:36])=[CH:33][CH:34]=1)[CH2:23][C:24]1[CH:25]=[N:26][NH:27][CH:28]=1)=[O:21])[C:3]1[CH:8]=[CH:7][CH:6]=[CH:5][CH:4]=1.Cl[CH2:39][C:40]1[CH:41]=[CH:42][C:43]([O:46][CH2:47][CH3:48])=[N:44][CH:45]=1>>[CH2:2]([O:9][C:10]1[CH:19]=[CH:18][CH:17]=[C:16]2[C:11]=1[CH2:12][CH2:13][CH2:14][CH:15]2[C:20]([N:22]([CH2:23][C:24]1[CH:25]=[N:26][N:27]([CH2:39][C:40]2[CH:45]=[N:44][C:43]([O:46][CH2:47][CH3:48])=[CH:42][CH:41]=2)[CH:28]=1)[C:29]1[CH:30]=[N:31][C:32]([CH:35]([CH3:37])[CH3:36])=[CH:33][CH:34]=1)=[O:21])[C:3]1[CH:8]=[CH:7][CH:6]=[CH:5][CH:4]=1 |f:0.1|. Procedure details: By the reaction and treatment in the same manner as in Example 271 using 5-benzyloxy-N-(6-isopropylpyridin-3-yl)-N-[(pyrazol-4-yl)methyl]-1,2,3,4-tetrahydronaphthalene-1-carboxamide hydrochloride (0.78 g) and 5-chloromethyl-2-ethoxypyridine (0.51 g) as starting materials, 5-benzyloxy-N-({1-[(6-ethoxypyridin-3-yl)methyl]pyrazol-4-yl}methyl)-N-(6-isopropylpyridin-3-yl)-1,2,3,4-tetrahydronaphthalene-1-carboxamide (0.67 g) was obtained. Starting materials: [OH-].[Na+] (NaOH), NC=1NC2=C(N1)C=C(C(=C2)Cl)Cl (2-Amino-5,6-dichlorobenzimidazole), C(C1=CC=CC=C1)Br (benzyl bromide). Run in C(C)#N (acetonitrile). Reaction conditions: time 1 hour. Product: NC1=NC2=C(N1CC1=CC=CC=C1)C=C(C(=C2)Cl)Cl (2-amino-1-benzyl-5,6-dichlorobenzimidazole). Isolated yield 85.1%. As a reaction SMILES: [NH2:1][C:2]1[NH:3][C:4]2[CH:10]=[C:9]([Cl:11])[C:8]([Cl:12])=[CH:7][C:5]=2[N:6]=1.[OH-].[Na+].[CH2:15](Br)[C:16]1[CH:21]=[CH:20][CH:19]=[CH:18][CH:17]=1>C(#N)C>[NH2:1][C:2]1[N:3]([CH2:15][C:16]2[CH:21]=[CH:20][CH:19]=[CH:18][CH:17]=2)[C:4]2[CH:10]=[C:9]([Cl:11])[C:8]([Cl:12])=[CH:7][C:5]=2[N:6]=1 |f:1.2|. Procedure: 2-Amino-5,6-dichlorobenzimidazole (4) (1 g, 4.95 mmole) was dissolved in acetonitrile (200 ml) and NaOH (198 mg, 4.95 mmole) was added. After stirring for 1 hr at room temperature, benzyl bromide (0.589 ml, 4.95 mmole) was added and the mixture was allowed to stir overnight. The mixture was concentrated under reduced pressure and purified on a silica gel column (3.5×5 cm) using 5% MeOH/CHCl3 to give 1.23 g (85%) of 2-amino-1-benzyl-5,6-dichlorobenzimidazole (182). The compound was then recrystal... Starting materials: ClC1=NC=C(C(=N1)NC1=C(C=CC=C1)NC(C=C)=O)Cl (N-(2-(2,5-dichloropyrimidin-4-ylamino)phenyl)acrylamide), NC1=C(C=C(C=C1)N(C(C)=O)CC)C(F)(F)F (N-(4-amino-3-(trifluoro methyl)phenyl)-N-ethylacetamide), C([O-])([O-])=O.[Cs+].[Cs+] (cesium carbonate), CC1(C2=C(C(=CC=C2)P(C3=CC=CC=C3)C4=CC=CC=C4)OC5=C(C=CC=C51)P(C6=CC=CC=C6)C7=CC=CC=C7)C (xanthphos). The reagents and catalysts are C(C)(=O)[O-].[Pd+2].C(C)(=O)[O-] (palladium acetate). The solvent is O1CCCC1 (tetrahydrofuran). Product: ClC=1C(=NC(=NC1)NC1=C(C=C(C=C1)N(C(C)=O)CC)C(F)(F)F)NC1=C(C=CC=C1)NC(C=C)=O (N-(2-(5-chloro-2-(4-(N-ethylacetamido)-2-(trifluoromethyl)phenylamino) pyrimidin-4-ylamino)phenyl)acrylamide). As a reaction SMILES: Cl[C:2]1[N:7]=[C:6]([NH:8][C:9]2[CH:14]=[CH:13][CH:12]=[CH:11][C:10]=2[NH:15][C:16](=[O:19])[CH:17]=[CH2:18])[C:5]([Cl:20])=[CH:4][N:3]=1.[NH2:21][C:22]1[CH:27]=[CH:26][C:25]([N:28]([CH2:32][CH3:33])[C:29](=[O:31])[CH3:30])=[CH:24][C:23]=1[C:34]([F:37])([F:36])[F:35].C(=O)([O-])[O-].[Cs+].[Cs+].CC1(C)C2C(=C(P(C3C=CC=CC=3)C3C=CC=CC=3)C=CC=2)OC2C(P(C3C=CC=CC=3)C3C=CC=CC=3)=CC=CC1=2>O1CCCC1.C([O-])(=O)C.[Pd+2].C([O-])(=O)C>[Cl:20][C:5]1[C:6]([NH:8][C:9]2[CH:14]=[CH:13][CH:12]=[CH:11][C:10]=2[NH:15][C:16](=[O:19])[CH:17]=[CH2:18])=[N:7][C:2]([NH:21][C:22]2[CH:27]=[CH:26][C:25]([N:28]([CH2:32][CH3:33])[C:29](=[O:31])[CH3:30])=[CH:24][C:23]=2[C:34]([F:35])([F:36])[F:37])=[N:3][CH:4]=1 |f:2.3.4,7.8.9|. Reported procedure: To a stirred solution of Intermediate 1 from Example 162 (100 mg, 0.3246 mmol) in tetrahydrofuran (5 mL), N-(4-amino-3-(trifluoro methyl)phenyl)-N-ethylacetamide (80 mg, 0.3246 mmol) and cesium carbonate (316 mg, 0.9738 mmol) were added and degassed for 10 min. To the reaction mixture palladium acetate (38 mg, 0.1623 mmol) and xanthphos (36.8 mg, 0.0973 mmol) were added and again degassed for another 5 min. The mixture was irradiated by microwave at 80° C. for 20 min. TLC showed completion of st... The reactants are [N+](=O)([O-])C1=CC=C(C=C1)CCN1C=NC=C1 (1-[2-(4-nitrophenyl)ethyl]-1H-imidazole). Reagents/catalysts: [Pd] (Pd/C). The solvent is C(C)O (ethanol), Cl (hydrochloric acid). Yields the product NC1=CC=C(C=C1)CCN1C=NC=C1 (1-[2-(4-Aminophenyl)ethyl]-1H-imidazole). RXN SMILES: [N+:1]([C:4]1[CH:9]=[CH:8][C:7]([CH2:10][CH2:11][N:12]2[CH:16]=[CH:15][N:14]=[CH:13]2)=[CH:6][CH:5]=1)([O-])=O>C(O)C.Cl.[Pd]>[NH2:1][C:4]1[CH:9]=[CH:8][C:7]([CH2:10][CH2:11][N:12]2[CH:16]=[CH:15][N:14]=[CH:13]2)=[CH:6][CH:5]=1. Procedure: A solution of 10 g (0.046 mole) of 1-[2-(4-nitrophenyl)ethyl]-1H-imidazole in 100 mL of ethanol, 50 mL of 10% aqueous hydrochloric acid and 1.0 g of 5% Pd/C catalyst are placed in a small Parr bottle and hydrogenated at 50 psi pressure for about 24 hours. Additional H2 is added as needed to maintain 50 psi pressure. The reaction mixture is filtered and the solvent is concentrated in vacuo. The residue is dissolved in 100 mL of water and made basic (pH 9) with potassium carbonate. Extract the aqu... The reactants are [Br-].C1(=CC=CC=C1)C(C1=CC=CC=C1)(C1=CC=CC=C1)[PH3+] (triphenylmethylphosphonium bromide), C(CCC)[Li] (butyl lithium), C(=O)(OCC)C(CCC(C)=O)(CC=C)C(=O)OCC (5,5-dicarboethoxy-7-octen-2-on). The solvent is C1CCOC1 (THF). Conditions: temperature 0 celsius, time 30 minute. Yields the product C(C=C)C(C(=O)OCC)(C(=O)OCC)CCC(=C)C (diethyl allyl(3-methyl-3-butenyl)malonate). The yield is 89.1%. RXN SMILES: [Br-].[C:2]1(C([PH3+])(C2C=CC=CC=2)C2C=CC=CC=2)C=CC=CC=1.C([Li])CCC.[C:27]([C:32]([C:41]([O:43][CH2:44][CH3:45])=[O:42])([CH2:38][CH:39]=[CH2:40])[CH2:33][CH2:34][C:35](=O)[CH3:36])([O:29][CH2:30][CH3:31])=[O:28]>C1COCC1>[CH2:38]([C:32]([CH2:33][CH2:34][C:35]([CH3:2])=[CH2:36])([C:41]([O:43][CH2:44][CH3:45])=[O:42])[C:27]([O:29][CH2:30][CH3:31])=[O:28])[CH:39]=[CH2:40] |f:0.1|. Procedure: To a THF suspension (4.2 ml) containing triphenylmethylphosphonium bromide (0.536 g, 1.5 mmol) was added dropwise at 0° C. butyl lithium (1.4 mmol in 0.88 ml of 1.6M hexane solution). The reaction liquid was stirred at 0° C. for 30 minutes and then given 5,5-dicarboethoxy-7-octen-2-on (0.27 g, 1.0 mmol), followed by stirring at 0° C. for 1 hour. After treatment and purification as in Referential Example 9, there was obtained 0.239 g of diethyl allyl(3-methyl-3-butenyl)malonate (yields: 89%). Cha... Starting materials: [NH4+].[Cl-] (NH4Cl), crude intermediate, C(OCC)([O-])[O-] (ethyl orthoformate), O.C1(=CC=C(C=C1)S(=O)(=O)O)C (p-toluenesulfonic acid monohydrate), BrC1=CC(=C(N)C=C1OCC1CCC1)[N+](=O)[O-] (4-bromo-5-(cyclobutylmethoxy)-2-nitroaniline). Reagents/catalysts: [Zn] (zinc). The solvent is C1CCOC1 (THF), C(C)(=O)OCC.CO (ethyl acetate methanol). Reaction conditions: temperature 0 celsius, time 5 minute. The product is BrC1=CC2=C(NC=N2)C=C1OCC1CCC1 (5-Bromo-6-(cyclobutylmethoxy)-1H-benzimidazole). Yield: 49.2%. Reaction SMILES: [Br:1][C:2]1[C:8]([O:9][CH2:10][CH:11]2[CH2:14][CH2:13][CH2:12]2)=[CH:7][C:5]([NH2:6])=[C:4]([N+:15]([O-])=O)[CH:3]=1.[NH4+].[Cl-].[CH:20]([O-])([O-])OCC.O.C1(C)C=CC(S(O)(=O)=O)=CC=1>C1COCC1.[Zn].C(OCC)(=O)C.CO>[Br:1][C:2]1[C:8]([O:9][CH2:10][CH:11]2[CH2:14][CH2:13][CH2:12]2)=[CH:7][C:5]2[NH:6][CH:20]=[N:15][C:4]=2[CH:3]=1 |f:1.2,4.5,8.9|. Procedure: To a suspension of 4-bromo-5-(cyclobutylmethoxy)-2-nitroaniline (0.4967 g, 1.649 mmol) in 1:1 ethyl acetate/methanol (17.2 mL) was added saturated NH4Cl solution (1.9 mL). The mixture was cooled to 0° C. in ice bath, and then zinc powder (0.9 g, 10 mmol) was added in two portions over 2 minutes. The reaction mixture was stirred for 5 min, the ice bath was removed, and the flask was allowed to warm to room temperature. The suspension was then stirred for 1 h at 55° C. The reaction mixture was dil... Starting materials: [H-].[Al+3].[Li+].[H-].[H-].[H-] (Lithium aluminum hydride), C(C)N1N=CC(=C1)C(=O)OCC (ethyl 1-ethyl-1H-pyrazole-4-carboxylate), O.O.O.O.O.O.O.O.O.O.S(=O)(=O)([O-])[O-].[Na+].[Na+] (sodium sulfate decahydrate). The solvent is O1CCCC1 (tetrahydrofuran), O1CCCC1 (tetrahydrofuran). Yields the product C(C)N1N=CC(=C1)CO ((1-ethyl-1H-pyrazol-4-yl)methanol). Isolated yield 77.5%. Reaction SMILES: [H-].[Al+3].[Li+].[H-].[H-].[H-].[CH2:7]([N:9]1[CH:13]=[C:12]([C:14](OCC)=[O:15])[CH:11]=[N:10]1)[CH3:8].O.O.O.O.O.O.O.O.O.O.S([O-])([O-])(=O)=O.[Na+].[Na+]>O1CCCC1>[CH2:7]([N:9]1[CH:13]=[C:12]([CH2:14][OH:15])[CH:11]=[N:10]1)[CH3:8] |f:0.1.2.3.4.5,7.8.9.10.11.12.13.14.15.16.17.18.19|. Reported procedure: Lithium aluminum hydride (7.19 g) was suspended in tetrahydrofuran (400 mL). To the obtained mixture were added a solution (100 mL) of ethyl 1-ethyl-1H-pyrazole-4-carboxylate (29.00 g) in tetrahydrofuran on an ice bath with stirring. After stirring the reaction mixture at room temperature for 1.5 hrs, sodium sulfate decahydrate (80 g) was added by small portions on an ice bath with stirring, and the mixture was further stirred at room temperature for 16 hrs. The solid was filtered, and the filtr...